This data is from the Open Reaction Database (ORD), a public repository of structured organic reaction records. The task is: describe an organic reaction: reactants, conditions, products, and yield The reactants are O=C([O-])[O-], CN(C)C=O, BrC1CC1, ClCCl, [K+], [K+], O, O=Cc1cn[nH]c1. Yields the product O=Cc1cnn(C2CC2)c1. As a reaction SMILES: [C:8](=[O:9])([O-:10])[O-:11].[CH3:21][N:22]([CH3:23])[CH:24]=[O:25].[CH:14]1([Br:17])[CH2:15][CH2:16]1.[Cl:18][CH2:19][Cl:20].[K+:12].[K+:13].[OH2:26].[nH:1]1[n:2][cH:3][c:4]([CH:6]=[O:7])[cH:5]1>>[n:1]1([CH:14]2[CH2:15][CH2:16]2)[n:2][cH:3][c:4]([CH:6]=[O:7])[cH:5]1. The reactants are O=C([O-])[O-], CO, O=C(O)CCC=C(c1cccnc1)c1ccc2c(c1)CC(NS(=O)(=O)c1ccc(Cl)cc1)C2, Cl, [K+], [K+]. Yields the product COC(=O)CCC=C(c1cccnc1)c1ccc2c(c1)CC(NS(=O)(=O)c1ccc(Cl)cc1)C2. Reaction SMILES: [C:34](=[O:35])([O-:36])[O-:37].[CH3:40][OH:41].[Cl:1][c:2]1[cH:3][cH:4][c:5]([S:8](=[O:9])(=[O:10])[NH:11][CH:12]2[CH2:13][c:14]3[cH:15][cH:16][c:17]([C:21](=[CH:22][CH2:23][CH2:24][C:25](=[O:26])[OH:27])[c:28]4[cH:29][n:30][cH:31][cH:32][cH:33]4)[cH:18][c:19]3[CH2:20]2)[cH:6][cH:7]1.[ClH:42].[K+:38].[K+:39]>>[Cl:1][c:2]1[cH:3][cH:4][c:5]([S:8](=[O:9])(=[O:10])[NH:11][CH:12]2[CH2:13][c:14]3[cH:15][cH:16][c:17]([C:21](=[CH:22][CH2:23][CH2:24][C:25](=[O:26])[O:27][CH3:34])[c:28]4[cH:29][n:30][cH:31][cH:32][cH:33]4)[cH:18][c:19]3[CH2:20]2)[cH:6][cH:7]1. Starting materials: COC(C1=CC(=CC=C1)OC=1N(C(C=2NC(=NC2N1)C1CCCC1)=O)CCC)=O (3-(8-Cyclopentyl-6-oxo-1-propyl-6,7-dihydro-1H-purin-2-yloxy)-benzoic acid methyl ester), CN1C2=NCCCN2CCC1 (7-methyl-1,5,7-triazabicyclo[4.4.0]dec-5-ene), N (NH3). Run in C1CCOC1 (THF). Product: C1(CCCC1)C1=NC=2N=C(N(C(C2N1)=O)CCC)OC=1C=C(C(=O)N)C=CC1 (3-(8-Cyclopentyl-6-oxo-1-propyl-6,7-dihydro-1H-purin-2-yloxy)-benzamide). Isolated yield 61.7%. RXN SMILES: C[O:2][C:3](=O)[C:4]1[CH:9]=[CH:8][CH:7]=[C:6]([O:10][C:11]2[N:12]([CH2:26][CH2:27][CH3:28])[C:13](=[O:25])[C:14]3[NH:15][C:16]([CH:20]4[CH2:24][CH2:23][CH2:22][CH2:21]4)=[N:17][C:18]=3[N:19]=2)[CH:5]=1.C[N:31]1CCCN2C1=NCCC2.N>C1COCC1>[CH:20]1([C:16]2[NH:15][C:14]3[C:13](=[O:25])[N:12]([CH2:26][CH2:27][CH3:28])[C:11]([O:10][C:6]4[CH:5]=[C:4]([CH:9]=[CH:8][CH:7]=4)[C:3]([NH2:31])=[O:2])=[N:19][C:18]=3[N:17]=2)[CH2:21][CH2:22][CH2:23][CH2:24]1. Procedure details: A mixture of 3-(8-Cyclopentyl-6-oxo-1-propyl-6,7-dihydro-1H-purin-2-yloxy)-benzoic acid methyl ester (0.07 g, 0.17 mmol, 1.0 eq) and 7-methyl-1,5,7-triazabicyclo[4.4.0]dec-5-ene (0.034 g, 0.247 m·mol, 1.4 eq) was taken in THF. To this was added Liq.NH3 (˜3 g) through septum in sealed tube at −78° C. and then heated at 50° C. overnight. Crude reaction mixture was purified by preparative TLC to give the product as a white solid (0.04 g) in 60% yield. Starting materials: Ester, FC1=C(C=C(C=C1)C)C=1C=NC(=NC1)N1C=C(C2=CC=C(C=C12)C(=O)N(C)CC(=O)OC)S(=O)C (methyl 2-(1-(5-(2-fluoro-5-methylphenyl)pyrimidin-2-yl)-N-methyl-3-(methylsulfinyl)-1H-indole-6-carboxamido)acetate), HOBt ammonium salt, BrC=1C=NC(=NC1)N1C=C(C2=CC=C(C=C12)C(=O)OC)SC (Methyl 1-(5-bromopyrimidin-2-yl)-3-(methylthio)-1H-indole-6-carboxylate), sulfoxide, carboxylic acid, NC(CN(C(=O)C1=CC=C2C(=CN(C2=C1)C1=NC=C(C=N1)C1=C(C=CC(=C1)OC)F)S(=O)C)C)=O (N-(2-Amino-2-oxoethyl)-1-(5-(2-fluoro-5-methoxyphenyl)pyrimidin-2-yl)-N-methyl-3-(methylsulfinyl)-1H-indole-6-carboxamide), C1=CC(=CC(=C1)Cl)C(=O)OO (m-CPBA), Cl.CNCC(=O)OC (methyl 2-(methylamino)acetate hydrochloride). The product is NC(CN(C(=O)C1=CC=C2C(=CN(C2=C1)C1=NC=C(C=N1)C1=C(C=CC(=C1)C)F)S(=O)C)C)=O (N-(2-Amino-2-oxoethyl)-1-(5-(2-fluoro-5-methylphenyl)pyrimidin-2-yl)-N-methyl-3-(methylsulfinyl)-1H-indole-6-carboxamide). Reaction SMILES: Br[C:2]1C=NC(N2C3C(=CC=C(C(OC)=O)C=3)C(SC)=C2)=NC=1.[NH2:23][C:24](=[O:57])[CH2:25][N:26]([CH3:56])[C:27]([C:29]1[CH:37]=[C:36]2[C:32]([C:33]([S:53]([CH3:55])=[O:54])=[CH:34][N:35]2[C:38]2[N:43]=[CH:42][C:41]([C:44]3[CH:49]=[C:48](OC)[CH:47]=[CH:46][C:45]=3[F:52])=[CH:40][N:39]=2)=[CH:31][CH:30]=1)=[O:28].C1C=C(Cl)C=C(C(OO)=O)C=1.Cl.CNCC(OC)=O.FC1C=CC(C)=CC=1C1C=NC(N2C3C(=CC=C(C(N(CC(OC)=O)C)=O)C=3)C(S(C)=O)=C2)=NC=1>>[NH2:23][C:24](=[O:57])[CH2:25][N:26]([CH3:56])[C:27]([C:29]1[CH:37]=[C:36]2[C:32]([C:33]([S:53]([CH3:55])=[O:54])=[CH:34][N:35]2[C:38]2[N:43]=[CH:42][C:41]([C:44]3[CH:49]=[C:48]([CH3:2])[CH:47]=[CH:46][C:45]=3[F:52])=[CH:40][N:39]=2)=[CH:31][CH:30]=1)=[O:28] |f:3.4|. Procedure: Methyl 1-(5-bromopyrimidin-2-yl)-3-(methylthio)-1H-indole-6-carboxylate and 2-fluoro-5-methylyphenylboronic acid were submitted to a Suzuki reaction as described under 279b). The resulting coupling product was oxidized (m-CPBA) to the corresponding sulfoxide, transformed into its carboxylic acid (LiOH/THF/water) and then reacted with methyl 2-(methylamino)acetate hydrochloride (TBTU). Ester hydrolysis of the product methyl 2-(1-(5-(2-fluoro-5-methylphenyl)pyrimidin-2-yl)-N-methyl-3-(methylsulfin... Product: C(C1=CC=CC=C1)OC(NC[C@H]([C@H](CC1=CC=CC=C1)NC(=O)C1=CC(=CC(=C1)N1C(CCC1)=O)NCC)O)=O ([(2R,3S)-3-({1-[3-Ethylamino-5-(2-oxo-pyrrolidin-1-yl)-phenyl]-methanoyl}-amino)-2-hydroxy-4-phenyl-butyl]-carbamic acid benzyl ester). Reported procedure: Description 106 was prepared in an analogous manner to Description 105 from 3-(2-oxo-pyrrolidin-1-yl)-5-pentyloxy-benzoic acid hydrochloride (D104) and 3-ethylamino-5-(2-oxo-pyrrolidin-1-yl)-benzoic acid (A31). The reactants are Cl.C(C1=CC=CC=C1)OC(NC[C@H]([C@H](CC1=CC=CC=C1)N)O)=O (((2R,3S)-3-amino-2-hydroxy-4-phenyl-butyl)-carbamic acid benzyl ester hydrochloride), C(C)NC=1C=C(C(=O)O)C=C(C1)N1C(CCC1)=O (3-ethylamino-5-(2-oxo-pyrrolidin-1-yl)-benzoic acid). RXN SMILES: Cl.[CH2:2]([O:9][C:10](=[O:24])[NH:11][CH2:12][C@@H:13]([OH:23])[C@@H:14]([NH2:22])[CH2:15][C:16]1[CH:21]=[CH:20][CH:19]=[CH:18][CH:17]=1)[C:3]1[CH:8]=[CH:7][CH:6]=[CH:5][CH:4]=1.[CH2:25]([NH:27][C:28]1[CH:29]=[C:30]([CH:34]=[C:35]([N:37]2[CH2:41][CH2:40][CH2:39][C:38]2=[O:42])[CH:36]=1)[C:31](O)=[O:32])[CH3:26]>>[CH2:2]([O:9][C:10](=[O:24])[NH:11][CH2:12][C@@H:13]([OH:23])[C@@H:14]([NH:22][C:31]([C:30]1[CH:34]=[C:35]([N:37]2[CH2:41][CH2:40][CH2:39][C:38]2=[O:42])[CH:36]=[C:28]([NH:27][CH2:25][CH3:26])[CH:29]=1)=[O:32])[CH2:15][C:16]1[CH:21]=[CH:20][CH:19]=[CH:18][CH:17]=1)[C:3]1[CH:4]=[CH:5][CH:6]=[CH:7][CH:8]=1 |f:0.1|. The reactants are CCOc1c(C(=O)O)c(C(=O)O)c(OCc2ccccc2)c2ccccc12, CN(C)c1ccncc1, CC(=O)O, CCOC(=O)Cc1ccc(N)c(F)c1, O. The product is CCOC(=O)Cc1ccc(N2C(=O)c3c(c(OCc4ccccc4)c4ccccc4c3OCC)C2=O)c(F)c1. Reaction SMILES: [CH2:1]([CH3:2])[O:3][c:4]1[c:5]([C:25](=[O:26])[OH:27])[c:6]([C:22](=[O:23])[OH:24])[c:7]([O:14][CH2:15][c:16]2[cH:17][cH:18][cH:19][cH:20][cH:21]2)[c:8]2[cH:9][cH:10][cH:11][cH:12][c:13]12.[CH3:43][N:44]([c:45]1[cH:46][cH:47][n:48][cH:49][cH:50]1)[CH3:51].[CH3:52][C:53](=[O:54])[OH:55].[NH2:28][c:29]1[c:30]([F:41])[cH:31][c:32]([CH2:35][C:36](=[O:37])[O:38][CH2:39][CH3:40])[cH:33][cH:34]1.[OH2:42]>>[CH2:1]([CH3:2])[O:3][c:4]1[c:5]2[c:6]([c:7]([O:14][CH2:15][c:16]3[cH:17][cH:18][cH:19][cH:20][cH:21]3)[c:8]3[cH:9][cH:10][cH:11][cH:12][c:13]13)[C:22](=[O:23])[N:28]([c:29]1[c:30]([F:41])[cH:31][c:32]([CH2:35][C:36](=[O:37])[O:38][CH2:39][CH3:40])[cH:33][cH:34]1)[C:25]2=[O:26]. The reactants are ClC=1N=CN(C1)C1=C(C=C(C=C1)NC1=NNC(=N1)C1(SCCCS1)CCCCCl)OC (N-(4-(4-chloro-1H-imidazol-1-yl)-3-methoxyphenyl)-5-(2-(4-chlorobutyl)-1,3-dithian-2-yl)-1H-1,2,4-triazol-3-amine), C([O-])([O-])=O.[K+].[K+] (potassium carbonate), [I-].[K+] (potassium iodide). Solvent: CN(C)C=O (DMF). Conditions: temperature 72 celsius, time 5 hour. The product is ClC=1N=CN(C1)C1=C(C=C(C=C1)NC1=NN2C(=N1)C1(SCCCS1)CCCC2)OC (N-(4-(4-chloro-1H-imidazol-1-yl)-3-methoxyphenyl)-5,6,7,8-tetrahydrospiro[[1,2,4]triazolo[1,5-a]azepine-9,2′-[1,3]dithian]-2-amine). Yield: 84.1%. As a reaction SMILES: [Cl:1][C:2]1[N:3]=[CH:4][N:5]([C:7]2[CH:12]=[CH:11][C:10]([NH:13][C:14]3[N:18]=[C:17]([C:19]4([CH2:25][CH2:26][CH2:27][CH2:28]Cl)[S:24][CH2:23][CH2:22][CH2:21][S:20]4)[NH:16][N:15]=3)=[CH:9][C:8]=2[O:30][CH3:31])[CH:6]=1.C(=O)([O-])[O-].[K+].[K+].[I-].[K+]>CN(C=O)C>[Cl:1][C:2]1[N:3]=[CH:4][N:5]([C:7]2[CH:12]=[CH:11][C:10]([NH:13][C:14]3[N:18]=[C:17]4[C:19]5([CH2:25][CH2:26][CH2:27][CH2:28][N:16]4[N:15]=3)[S:20][CH2:21][CH2:22][CH2:23][S:24]5)=[CH:9][C:8]=2[O:30][CH3:31])[CH:6]=1 |f:1.2.3,4.5|. Procedure details: To a solution of N-(4-(4-chloro-1H-imidazol-1-yl)-3-methoxyphenyl)-5-(2-(4-chlorobutyl)-1,3-dithian-2-yl)-1H-1,2,4-triazol-3-amine (110 mg, 0.220 mmol) in DMF (3 mL) was added potassium carbonate (122 mg, 0.881 mmol) and potassium iodide (73.1 mg, 0.440 mmol). The mixture was stirred at 72° C. for 5 h. The mixture was concentrated in vacuo. The residue was purified using silica gel column chromatography (0-80% EtOAc/hexanes, linear gradient) to afford N-(4-(4-chloro-1H-imidazol-1-yl)-3-methoxyph...